This data is from the Open Reaction Database (ORD), a public repository of structured organic reaction records. The task is: describe an organic reaction: reactants, conditions, products, and yield Starting materials: [ 1953 ], C1(=CC=C(C=C1)N=[N+]=[N-])C (p-tolyl azide), C(#N)CC(=O)OCC (ethyl cyanoacetate). Solvent: CCO (EtOH). Yields the product NC1=C(N=NN1C1=CC=C(C=C1)C)C(=O)OCC (Ethyl 5-amino-1-(p-tolyl)-1,2,3-triazole-4-carboxylate). The yield is 73.5%. As a reaction SMILES: [C:1]1([CH3:10])[CH:6]=[CH:5][C:4]([N:7]=[N+:8]=[N-:9])=[CH:3][CH:2]=1.[C:11]([CH2:13][C:14]([O:16][CH2:17][CH3:18])=[O:15])#[N:12]>CCO>[NH2:12][C:11]1[N:7]([C:4]2[CH:5]=[CH:6][C:1]([CH3:10])=[CH:2][CH:3]=2)[N:8]=[N:9][C:13]=1[C:14]([O:16][CH2:17][CH3:18])=[O:15]. Procedure details: Reaction of p-tolyl azide (9.38 g; 0.0705 mole) with ethyl cyanoacetate (7.96 g: 0.0705 mole) as described in example 1a gave 12.76 g (74%) of the triazole of mp (EtOH) 152-153° C. (lit mp 147.5° C., B. R. Brown, D. L. Hammick and S. G. Heritage J. Chem. Soc. 3870 [1953]). (Found; C, 58.38; H 5.90; N, 22.89; C12H14N4O2 requires; C, 58.52; H, 5.73; N, 22.75%).